Dataset: the Open Reaction Database (ORD), a public repository of structured organic reaction records. Task: describe an organic reaction: reactants, conditions, products, and yield Starting materials: C(C1=CC=CC=C1)OC1=CC=C(OC2=C(C=C(C(=O)Cl)C=C2)NC=2C3=C(N=CN2)N=C(C=C3)C(C)C)C=C1 (4-(4-Benzyloxy-phenoxy)-3-(7-isopropyl-pyrido[2,3-d]pyrimidin-4-ylamino)-benzoyl chloride), N1=CC(=CC=C1)N (Pyridin-3-ylamine). Yields the product C(C1=CC=CC=C1)OC1=CC=C(OC2=C(C=C(C(=O)NC=3C=NC=CC3)C=C2)NC=2C3=C(N=CN2)N=C(C=C3)C(C)C)C=C1 (4-(4-Benzyloxy-phenoxy)-3-(7-isopropyl-pyrido[2,3-d]pyrimidin-4-ylamino)-N-pyridin-3-yl-benzamide). As a reaction SMILES: [CH2:1]([O:8][C:9]1[CH:38]=[CH:37][C:12]([O:13][C:14]2[CH:22]=[CH:21][C:17]([C:18](Cl)=[O:19])=[CH:16][C:15]=2[NH:23][C:24]2[C:25]3[CH:33]=[CH:32][C:31]([CH:34]([CH3:36])[CH3:35])=[N:30][C:26]=3[N:27]=[CH:28][N:29]=2)=[CH:11][CH:10]=1)[C:2]1[CH:7]=[CH:6][CH:5]=[CH:4][CH:3]=1.[N:39]1[CH:44]=[CH:43][CH:42]=[C:41]([NH2:45])[CH:40]=1>>[CH2:1]([O:8][C:9]1[CH:38]=[CH:37][C:12]([O:13][C:14]2[CH:22]=[CH:21][C:17]([C:18]([NH:45][C:41]3[CH:40]=[N:39][CH:44]=[CH:43][CH:42]=3)=[O:19])=[CH:16][C:15]=2[NH:23][C:24]2[C:25]3[CH:33]=[CH:32][C:31]([CH:34]([CH3:36])[CH3:35])=[N:30][C:26]=3[N:27]=[CH:28][N:29]=2)=[CH:11][CH:10]=1)[C:2]1[CH:7]=[CH:6][CH:5]=[CH:4][CH:3]=1. Reported procedure: A solution of the product from Example 43D and Pyridin-3-ylamine was reacted to provide 4-(4-Benzyloxy-phenoxy)-3-(7-isopropyl-pyrido[2,3-d]pyrimidin-4-ylamino)-N-pyridin-3-yl-benzamide using the procedure from Example 43E. The material was then deprotected using the procedure from Example 43F to provide the crude title compound which was purified by HPLC with TFA to provide the title compound as a trifluoroacetic acid salt (23 mg, 47%). 1H NMR (300 MHz, DMSO-D6) δ ppm: 1.35 (d, J=6.99 Hz, 6 H) ... Starting materials: CN1C(N([C@@H](C1)C(=O)OC(C)(C)C)C([C@@H](CSC(C)=O)C)=O)=O (tert.-butyl (4S)-1-methyl-3-[(2S)-3-acetylthio-2-methylpropionyl]-2-oxo-imidazolidine-4-carboxylate), FC(C(=O)O)(F)F (trifluoroacetic acid). Reaction conditions: time 1 hour. The product is CN1C(N([C@@H](C1)C(=O)O)C([C@@H](CSC(C)=O)C)=O)=O ((4S)-1-methyl-3-[(2S)-3-acetylthio-2-methylpropionyl]-2-oxo-imidazolidine-4-carboxylic acid). Isolated yield 99.5%. Reaction SMILES: [CH3:1][N:2]1[CH2:6][C@@H:5]([C:7]([O:9]C(C)(C)C)=[O:8])[N:4]([C:14](=[O:22])[C@H:15]([CH3:21])[CH2:16][S:17][C:18](=[O:20])[CH3:19])[C:3]1=[O:23].FC(F)(F)C(O)=O>>[CH3:1][N:2]1[CH2:6][C@@H:5]([C:7]([OH:9])=[O:8])[N:4]([C:14](=[O:22])[C@H:15]([CH3:21])[CH2:16][S:17][C:18](=[O:20])[CH3:19])[C:3]1=[O:23]. Procedure details: A mixture of 0.72 g of tert.-butyl (4S)-1-methyl-3-[(2S)-3-acetylthio-2-methylpropionyl]-2-oxo-imidazolidine-4-carboxylate and 3.5 ml of trifluoroacetic acid is stirred at room temperature for one hour. Then, the reaction mixture is treated in the same manner as described in Example 1-(5). 0.6 g of (4S)-1-methyl-3-[(2S)-3-acetylthio-2-methylpropionyl]-2-oxo-imidazolidine-4-carboxylic acid is obtained as colorless syrup. Yield: quantitative. Product: C(C)(C)(C)OC(=O)N1C(=NC2=C1C=CC(=C2)C)C2=C(C=CC(=C2)N2CC(CC2)C(=O)OCC)Cl (2-[2-Chloro-5-(3-ethoxycarbonyl-pyrrolidin-1-yl)-phenyl]-5-methyl-benzoimidazole-1-carboxylic acid tert-butyl ester). The yield is 82.6%. Reagents/catalysts: C(C)(=O)[O-].[Pd+2].C(C)(=O)[O-] (palladium acetate). RXN SMILES: [C:1]([O:5][C:6]([N:8]1[C:12]2[CH:13]=[CH:14][C:15]([CH3:17])=[CH:16][C:11]=2[N:10]=[C:9]1[C:18]1[CH:23]=[C:22](Br)[CH:21]=[CH:20][C:19]=1[Cl:25])=[O:7])([CH3:4])([CH3:3])[CH3:2].[CH3:26][O:27][C:28]([CH:30]1[CH2:34][CH2:33][NH:32][CH2:31]1)=[O:29].[C:35](=O)([O-])[O-].[Cs+].[Cs+].C1C=CC(P(C2C(C3C(P(C4C=CC=CC=4)C4C=CC=CC=4)=CC=C4C=3C=CC=C4)=C3C(C=CC=C3)=CC=2)C2C=CC=CC=2)=CC=1>C1(C)C=CC=CC=1.CCOC(C)=O.C([O-])(=O)C.[Pd+2].C([O-])(=O)C>[C:1]([O:5][C:6]([N:8]1[C:12]2[CH:13]=[CH:14][C:15]([CH3:17])=[CH:16][C:11]=2[N:10]=[C:9]1[C:18]1[CH:23]=[C:22]([N:32]2[CH2:33][CH2:34][CH:30]([C:28]([O:27][CH2:26][CH3:35])=[O:29])[CH2:31]2)[CH:21]=[CH:20][C:19]=1[Cl:25])=[O:7])([CH3:4])([CH3:3])[CH3:2] |f:2.3.4,8.9.10|. Procedure: Method 5—Step a 2-(5-Bromo-2-chloro-phenyl)-5-methyl-benzoimidazole-1-carboxylic acid tert-butyl ester (obtained as described in general method 4, step c) (1.80 g, 4.28 mmol), pyrrolidine-3-carboxylic acid methyl ester (0.92 g, 5.56 mmol) and cesium carbonate (6.95 g, 21.38 mmol) were to a dry flask under nitrogen containing palladium acetate (0.19 g, 0.86 mmol) and BINAP (0.80 g, 1.28 mmol) in dry toluene (11 mL) and previously stirred for 20 minutes under nitrogen. The reaction mixture was hea... The solvent is C1(=CC=CC=C1)C (toluene), CCOC(=O)C (AcOEt). Starting materials: C(C)(C)(C)OC(=O)N1C(=NC2=C1C=CC(=C2)C)C2=C(C=CC(=C2)Br)Cl (2-(5-Bromo-2-chloro-phenyl)-5-methyl-benzoimidazole-1-carboxylic acid tert-butyl ester), COC(=O)C1CNCC1 (pyrrolidine-3-carboxylic acid methyl ester), C([O-])([O-])=O.[Cs+].[Cs+] (cesium carbonate), C=1C=CC(=CC1)P(C=2C=CC=CC2)C3=CC=C4C=CC=CC4=C3C5=C6C=CC=CC6=CC=C5P(C=7C=CC=CC7)C=8C=CC=CC8 (BINAP). Reaction conditions: temperature 80 celsius, time 20 minute. The reactants are [C@@H]1([C@@H](CCCC1)C(=O)Cl)C(=O)Cl (trans-1,2-cyclohexane dicarboxylic acid chloride), FC(C=1C=C(N)C=CC1[N+](=O)[O-])(F)F (3-trifluoromethyl-4-nitroaniline). Solvent: C1=CC=CC=C1 (benzene). The product is FC(C=1C=C(C=CC1[N+](=O)[O-])NC(=O)[C@H]1[C@@H](CCCC1)C(=O)NC1=CC(=C(C=C1)[N+](=O)[O-])C(F)(F)F)(F)F (N,N'-BIS-(3-TRIFLUOROMETHYL-4-NITROPHENYL)TRANS-1,2-CYCLOHEXANEDICARBOXAMIDE). Reaction SMILES: [C@@H:1]1([C:10](Cl)=[O:11])[CH2:6][CH2:5][CH2:4][CH2:3][C@H:2]1[C:7](Cl)=[O:8].[F:13][C:14]([F:26])([F:25])[C:15]1[CH:16]=[C:17]([CH:19]=[CH:20][C:21]=1[N+:22]([O-:24])=[O:23])[NH2:18]>C1C=CC=CC=1>[F:13][C:14]([F:25])([F:26])[C:15]1[CH:16]=[C:17]([NH:18][C:10]([C@@H:1]2[CH2:6][CH2:5][CH2:4][CH2:3][C@H:2]2[C:7]([NH:18][C:17]2[CH:19]=[CH:20][C:21]([N+:22]([O-:24])=[O:23])=[C:15]([C:14]([F:13])([F:25])[F:26])[CH:16]=2)=[O:8])=[O:11])[CH:19]=[CH:20][C:21]=1[N+:22]([O-:24])=[O:23]. Reported procedure: Reflux a mixture of 16.73 g (0.08 moles) of trans-1,2-cyclohexane dicarboxylic acid chloride and 32.96 g (0.16 moles) of 3-trifluoromethyl-4-nitroaniline in 250 ml of benzene for 1.5 hours. Isolate the solid product of this example by filtering, washing well with hot benzene followed by ether and obtain analytically pure material by recrystallization from benzenemethanol, mp 249.5°-251° C. (dec.). The reactants are CO, [Na+], COC(=O)C(OC)c1ccc(N2CCCS2(=O)=O)cc1, [OH-]. As a reaction SMILES: [CH3:23][OH:24].[Na+:22].[O:1]=[S:2]1(=[O:20])[N:3]([c:7]2[cH:8][cH:9][c:10]([CH:13]([C:14](=[O:15])[O:16][CH3:17])[O:18][CH3:19])[cH:11][cH:12]2)[CH2:4][CH2:5][CH2:6]1.[OH-:21]>>[O:1]=[S:2]1(=[O:20])[N:3]([c:7]2[cH:8][cH:9][c:10]([CH:13]([C:14](=[O:15])[OH:16])[O:18][CH3:19])[cH:11][cH:12]2)[CH2:4][CH2:5][CH2:6]1. Yields the product COC(C(=O)O)c1ccc(N2CCCS2(=O)=O)cc1. Reactants: [Al+3], COC(=O)c1ccc(OCc2ccccc2)c2[nH]ccc12, [H-], [H-], [H-], [H-], [Li+], C1CCOC1. Yields the product OCc1ccc(OCc2ccccc2)c2[nH]ccc12. Reaction SMILES: [Al+3:23].[CH2:1]([c:2]1[cH:3][cH:4][cH:5][cH:6][cH:7]1)[O:8][c:9]1[cH:10][cH:11][c:12]([C:18](=[O:19])[O:20][CH3:21])[c:13]2[cH:14][cH:15][nH:16][c:17]12.[H-:22].[H-:25].[H-:26].[H-:27].[Li+:24].[O:28]1[CH2:29][CH2:30][CH2:31][CH2:32]1>>[CH2:1]([c:2]1[cH:3][cH:4][cH:5][cH:6][cH:7]1)[O:8][c:9]1[cH:10][cH:11][c:12]([CH2:18][OH:19])[c:13]2[cH:14][cH:15][nH:16][c:17]12. Reactants: O=C([O-])[O-], CS(C)=O, O=S(=O)(OCC(F)(F)C(F)(F)C(F)(F)C(F)(F)C(F)(F)C(F)F)C(F)(F)F, [K+], [K+], N#CCC#N, O. The product is N#CC(C#N)CC(F)(F)C(F)(F)C(F)(F)C(F)(F)C(F)(F)C(F)F. RXN SMILES: [C:28](=[O:29])([O-:30])[O-:31].[CH3:40][S:41](=[O:42])[CH3:43].[F:1][C:2]([F:3])([F:4])[S:5]([O:6][CH2:7][C:8]([C:9]([C:10]([C:11]([C:12]([CH:13]([F:14])[F:15])([F:16])[F:17])([F:18])[F:19])([F:20])[F:21])([F:22])[F:23])([F:24])[F:25])(=[O:26])=[O:27].[K+:32].[K+:33].[N:34]#[C:35][CH2:36][C:37]#[N:38].[OH2:39]>>[CH2:7]([C:8]([C:9]([C:10]([C:11]([C:12]([CH:13]([F:14])[F:15])([F:16])[F:17])([F:18])[F:19])([F:20])[F:21])([F:22])[F:23])([F:24])[F:25])[CH:36]([C:35]#[N:34])[C:37]#[N:38].